Dataset: the Open Reaction Database (ORD), a public repository of structured organic reaction records. Task: describe an organic reaction: reactants, conditions, products, and yield Starting materials: C1CCOC1, C1CCOC1, CCCCCC, O=C1NC(c2ccccc2)c2cc(Cl)ccc2-n2nc(CO)cc21, O=[Mn]=O. Product: O=Cc1cc2n(n1)-c1ccc(Cl)cc1C(c1ccccc1)NC2=O. Reaction SMILES: [CH2:25]1[O:26][CH2:27][CH2:28][CH2:29]1.[CH2:33]1[O:34][CH2:35][CH2:36][CH2:37]1.[CH3:38][CH2:39][CH2:40][CH2:41][CH2:42][CH3:43].[Cl:1][c:2]1[cH:3][cH:4][c:5]2[c:6]([cH:24]1)[CH:7]([c:18]1[cH:19][cH:20][cH:21][cH:22][cH:23]1)[NH:8][C:9](=[O:17])[c:10]1[n:11]-2[n:12][c:13]([CH2:15][OH:16])[cH:14]1.[O:30]=[Mn:31]=[O:32]>>[Cl:1][c:2]1[cH:3][cH:4][c:5]2[c:6]([cH:24]1)[CH:7]([c:18]1[cH:19][cH:20][cH:21][cH:22][cH:23]1)[NH:8][C:9](=[O:17])[c:10]1[n:11]-2[n:12][c:13]([CH:15]=[O:16])[cH:14]1. Reactants: CC(=O)O, Cn1cc(C(=O)O)c(=O)c2cc3cc(F)c(Cl)cc3nc21, Fc1ccc(N2CCNCC2)cc1, O, c1ccncc1. Yields the product Cn1cc(C(=O)O)c(=O)c2cc3cc(F)c(N4CCN(c5ccc(F)cc5)CC4)cc3nc21. RXN SMILES: [CH3:35][C:36](=[O:37])[OH:38].[Cl:1][c:2]1[c:3]([F:21])[cH:4][c:5]2[c:6]([n:7][c:8]3[n:9]([CH3:19])[cH:10][c:11]([C:16](=[O:17])[OH:18])[c:12](=[O:15])[c:13]3[cH:14]2)[cH:20]1.[F:22][c:23]1[cH:24][cH:25][c:26]([N:29]2[CH2:30][CH2:31][NH:32][CH2:33][CH2:34]2)[cH:27][cH:28]1.[OH2:45].[cH:39]1[cH:40][cH:41][n:42][cH:43][cH:44]1>>[c:2]1([N:32]2[CH2:31][CH2:30][N:29]([c:26]3[cH:25][cH:24][c:23]([F:22])[cH:28][cH:27]3)[CH2:34][CH2:33]2)[c:3]([F:21])[cH:4][c:5]2[c:6]([n:7][c:8]3[n:9]([CH3:19])[cH:10][c:11]([C:16](=[O:17])[OH:18])[c:12](=[O:15])[c:13]3[cH:14]2)[cH:20]1. Product: C(C)C(CC)(C1=CC(=C(C=C1)OCC(C(C)(C)C)O)C)C=1OC2=C(C1)C=C(C=C2)C(=O)O (2-{1-Ethyl-1-[4-(2-hydroxy-3,3-dimethyl-butoxy)-3-methyl-phenyl]-propyl}-benzofuran-5-carboxylic acid). Conditions: time 18 hour. Starting materials: COC(=O)C=1C=CC2=C(C=C(O2)C(CC)(C2=CC(=C(C=C2)OCC(C(C)(C)C)O)C)CC)C1 (2-{1-ethyl-1-[4-(2-hydroxy-3,3-dimethyl-butoxy)-3-methyl-phenyl]-propyl}-benzofuran-5-carboxylic acid methyl ester), [OH-].[Na+] (NaOH). As a reaction SMILES: C[O:2][C:3]([C:5]1[CH:6]=[CH:7][C:8]2[O:12][C:11]([C:13]([CH2:31][CH3:32])([C:16]3[CH:21]=[CH:20][C:19]([O:22][CH2:23][CH:24]([OH:29])[C:25]([CH3:28])([CH3:27])[CH3:26])=[C:18]([CH3:30])[CH:17]=3)[CH2:14][CH3:15])=[CH:10][C:9]=2[CH:33]=1)=[O:4].[OH-].[Na+]>CO.C1COCC1>[CH2:14]([C:13]([C:11]1[O:12][C:8]2[CH:7]=[CH:6][C:5]([C:3]([OH:4])=[O:2])=[CH:33][C:9]=2[CH:10]=1)([C:16]1[CH:21]=[CH:20][C:19]([O:22][CH2:23][CH:24]([OH:29])[C:25]([CH3:27])([CH3:28])[CH3:26])=[C:18]([CH3:30])[CH:17]=1)[CH2:31][CH3:32])[CH3:15] |f:1.2|. Solvent: CO (methanol), C1CCOC1 (THF). Yield: 98.6%. Procedure details: A solution of 2-{1-ethyl-1-[4-(2-hydroxy-3,3-dimethyl-butoxy)-3-methyl-phenyl]-propyl}-benzofuran-5-carboxylic acid methyl ester (555 mg, 1.226 mmol) in methanol (3.0 mL) and THF (3.0 mL) and is treated with NaOH (2.0 M, 6.0 mL). The resulting mixture is stirred at RT for 18 h. The mixture is concentrated and neutralized with HCl (1 N) till pH˜2, and extracted with EtOAc (3×10 mL). The organic layer is dried over Na2SO4, concentrated to afford the title compound (530 mg, 99%). Starting materials: NC=1C=C(C(=O)NC2=CC(=C(C=C2)C)C)C=CC1N (3,4-diamino-N-(3,4-dimethyl-phenyl)-benzamide), CC1=C(C=O)C(=CC(=C1)OCC(N1CCCC1)=O)C (2,6-dimethyl-4-(2-oxo-2-pyrrolidin-1-yl-ethoxy)-benzaldehyde), FeCl3, CS(=O)C (DMSO), O (water). Run at time 8 hour. Product: CC=1C=C(C=CC1C)NC(=O)C=1C=CC2=C(NC(=N2)C2=C(C=C(C=C2C)OS(=O)(=O)C2=CC=C(C=C2)C)C)C1 (toluene-4-sulfonic acid 4-[6-(3,4-dimethyl-phenylcarbamoyl)-1H-benzoimidazol-2-yl]-3,5-dimethyl-phenyl ester). Reaction SMILES: [NH2:1][C:2]1[CH:3]=[C:4]([CH:16]=[CH:17][C:18]=1[NH2:19])[C:5]([NH:7][C:8]1[CH:13]=[CH:12][C:11]([CH3:14])=[C:10]([CH3:15])[CH:9]=1)=[O:6].[CH3:20][C:21]1[CH:28]=[C:27]([O:29]CC(=O)N2CCCC2)[CH:26]=[C:25]([CH3:38])[C:22]=1[CH:23]=O.[OH2:39].C[S:41]([CH3:43])=[O:42]>>[CH3:15][C:10]1[CH:9]=[C:8]([NH:7][C:5]([C:4]2[CH:16]=[CH:17][C:18]3[N:19]=[C:23]([C:22]4[C:25]([CH3:38])=[CH:26][C:27]([O:29][S:41]([C:43]5[CH:17]=[CH:16][C:4]([CH3:5])=[CH:3][CH:2]=5)(=[O:39])=[O:42])=[CH:28][C:21]=4[CH3:20])[NH:1][C:2]=3[CH:3]=2)=[O:6])[CH:13]=[CH:12][C:11]=1[CH3:14]. Reported procedure: To a solution of 3,4-diamino-N-(3,4-dimethyl-phenyl)-benzamide (102 mg) in DMSO (2 mL) were added 2,6-dimethyl-4-(2-oxo-2-pyrrolidin-1-yl-ethoxy)-benzaldehyde (116 mg) and FeCl3 (1.2 mL in 0.02M THF solution). The mixture was stirred in open air at ambient temperature overnight. The mixture was then diluted by water and extracted with EtOAc. The extracts were dried over Na2SO4, filtered and concentrated under reduced pressure. The crude product was purified by column chromatography (SiO2, EtOAc:... Starting materials: CC(C)(C)OC(=O)N1CCc2ccc(Cl)c(CCCCCNC(=O)C3CCCC3)c2CC1, ClCCl, O=C(O)C(F)(F)F. The product is O=C(NCCCCCc1c(Cl)ccc2c1CCNCC2)C1CCCC1. RXN SMILES: [C:1]([O:2][C:3](=[O:4])[N:8]1[CH2:9][CH2:10][c:11]2[c:12]([c:15]([CH2:20][CH2:21][CH2:22][CH2:23][CH2:24][NH:25][C:26](=[O:27])[CH:28]3[CH2:29][CH2:30][CH2:31][CH2:32]3)[c:16]([Cl:19])[cH:17][cH:18]2)[CH2:13][CH2:14]1)([CH3:5])([CH3:6])[CH3:7].[Cl:40][CH2:41][Cl:42].[OH:33][C:34]([C:35]([F:36])([F:37])[F:38])=[O:39]>>[NH:8]1[CH2:9][CH2:10][c:11]2[c:12]([c:15]([CH2:20][CH2:21][CH2:22][CH2:23][CH2:24][NH:25][C:26](=[O:27])[CH:28]3[CH2:29][CH2:30][CH2:31][CH2:32]3)[c:16]([Cl:19])[cH:17][cH:18]2)[CH2:13][CH2:14]1. Starting materials: O=C([O-])[O-], CC1CCNCC1, COC(=O)c1ccc(F)c(F)c1, [K+], [K+], CN(C)C=O. Yields the product COC(=O)c1ccc(N2CCC(C)CC2)c(F)c1. RXN SMILES: [C:1](=[O:2])([O-:3])[O-:4].[CH3:19][CH:20]1[CH2:21][CH2:22][NH:23][CH2:24][CH2:25]1.[F:7][c:8]1[cH:9][c:10]([C:11](=[O:12])[O:13][CH3:14])[cH:15][cH:16][c:17]1[F:18].[K+:5].[K+:6].[O:26]=[CH:27][N:28]([CH3:29])[CH3:30]>>[F:7][c:8]1[cH:9][c:10]([C:11](=[O:12])[O:13][CH3:14])[cH:15][cH:16][c:17]1[N:23]1[CH2:22][CH2:21][CH:20]([CH3:19])[CH2:25][CH2:24]1. Starting materials: S1C(=CC=C1)C1=CC(=C(C=C1)NC(OC(C)(C)C)=O)NC(OCC)=O (tert-butyl ethyl (4-(thiophen-2-yl)-1,2-phenylene)dicarbamate), solution, Cl (HCl). Solvent: CO (MeOH), O1CCOCC1 (dioxane). Conditions: time 2 hour. Product: NC1=C(C=C(C=C1)C=1SC=CC1)NC(OCC)=O (ethyl (2-amino-5-(thiophen-2-yl)phenyl)carbamate). Yield: 68.1%. RXN SMILES: [S:1]1[CH:5]=[CH:4][CH:3]=[C:2]1[C:6]1[CH:11]=[CH:10][C:9]([NH:12]C(=O)OC(C)(C)C)=[C:8]([NH:20][C:21](=[O:25])[O:22][CH2:23][CH3:24])[CH:7]=1.Cl>CO.O1CCOCC1>[NH2:12][C:9]1[CH:10]=[CH:11][C:6]([C:2]2[S:1][CH:5]=[CH:4][CH:3]=2)=[CH:7][C:8]=1[NH:20][C:21](=[O:25])[O:22][CH2:23][CH3:24]. Procedure: To a stirred solution of tert-butyl ethyl (4-(thiophen-2-yl)-1,2-phenylene)dicarbamate (0.10 g, 0.28 mmol, 1.0 equiv.) in MeOH (2 mL) at 0° C. was added a 4M solution of HCl in dioxane (1.5 mL). The reaction was warmed to room temperature and stirred for 2 h, The reaction was concentrated under reduced pressure. A saturated aqueous solution of sodium bicarbonate was added. The obtained solid was filtered, washed with water and dried. The crude material was purified by column chromatography (sili...